This data is from the Open Reaction Database (ORD), a public repository of structured organic reaction records. The task is: describe an organic reaction: reactants, conditions, products, and yield The reactants are CC1=CC=C2C(=N1)C(=O)OC2=O (6-methylpyridine-2,3-dicarboxylic anhydride), CO (methanol). Yields the product C(=O)(OC)C1=NC(=CC=C1C(=O)O)C (2-Carbomethoxy-6-methylpyridine-3-carboxylic acid). RXN SMILES: [CH3:1][C:2]1[N:7]=[C:6]2[C:8]([O:10][C:11](=[O:12])[C:5]2=[CH:4][CH:3]=1)=[O:9].[CH3:13][OH:14]>>[C:8]([C:6]1[C:5]([C:11]([OH:10])=[O:12])=[CH:4][CH:3]=[C:2]([CH3:1])[N:7]=1)([O:14][CH3:13])=[O:9]. Reported procedure: 48.9 g of 6-methylpyridine-2,3-dicarboxylic anhydride in 200 ml of methanol are refluxed for 3 hours while stirring. Evaporating down the mixture under reduced pressure gives 57.9 g of the title compound of melting point 133°-158° C. (decomposition). Product: CCN1c2ncccc2C(=O)Nc2c(C)cc(OC)nc21. Starting materials: CCNc1ncccc1C(=O)Nc1c(C)cc(OC)nc1Br, CCOC(C)=O, [H-], [Na+], c1ccncc1. RXN SMILES: [Br:3][c:4]1[n:5][c:6]([O:23][CH3:24])[cH:7][c:8]([CH3:22])[c:9]1[NH:10][C:11](=[O:12])[c:13]1[c:14]([NH:19][CH2:20][CH3:21])[n:15][cH:16][cH:17][cH:18]1.[CH3:31][CH2:32][O:33][C:34](=[O:35])[CH3:36].[H-:1].[Na+:2].[cH:25]1[cH:26][cH:27][n:28][cH:29][cH:30]1>>[c:4]12[n:5][c:6]([O:23][CH3:24])[cH:7][c:8]([CH3:22])[c:9]1[NH:10][C:11](=[O:12])[c:13]1[c:14]([n:15][cH:16][cH:17][cH:18]1)[N:19]2[CH2:20][CH3:21]. Product: CC1=C(C=CC(=C1)N1CC(CC1)N1C(CCC1)C)NC(=O)C1=CC2=C(NC(N2)=O)C=C1 (2-Oxo-2,3-dihydro-1H-benzoimidazole-5-carboxylic acid [2-methyl-4-(2-methyl-[1,3′]bipyrrolidinyl-1′-yl)-phenyl]-amide). Reaction SMILES: [CH3:1][C:2]1[CH:7]=[C:6]([N:8]2[CH2:12][CH2:11][CH:10]([N:13]3[CH2:17][CH2:16][CH2:15][CH:14]3[CH3:18])[CH2:9]2)[CH:5]=[CH:4][C:3]=1[NH2:19].[O:20]=[C:21]1[NH:25][C:24]2[CH:26]=[CH:27][C:28]([C:30](O)=[O:31])=[CH:29][C:23]=2[NH:22]1>>[CH3:1][C:2]1[CH:7]=[C:6]([N:8]2[CH2:12][CH2:11][CH:10]([N:13]3[CH2:17][CH2:16][CH2:15][CH:14]3[CH3:18])[CH2:9]2)[CH:5]=[CH:4][C:3]=1[NH:19][C:30]([C:28]1[CH:27]=[CH:26][C:24]2[NH:25][C:21](=[O:20])[NH:22][C:23]=2[CH:29]=1)=[O:31]. Reported procedure: The title compound was prepared in a manner substantially the same as example 1 by coupling 2-methyl-4-(2-methyl-[1,3′]bipyrrolidinyl-1′-yl)-phenylamine with 2-oxo-2,3-dihydro-1H-benzoimidazole-5-carboxylic acid. MS: 420.3 (M+H). The reactants are CC1=C(C=CC(=C1)N1CC(CC1)N1C(CCC1)C)N (2-methyl-4-(2-methyl-[1,3′]bipyrrolidinyl-1′-yl)-phenylamine), O=C1NC2=C(N1)C=CC(=C2)C(=O)O (2-oxo-2,3-dihydro-1H-benzoimidazole-5-carboxylic acid). RXN SMILES: [Br:1][C:2]1[CH:7]=[C:6]([C:8]#[N:9])[CH:5]=[C:4]([Br:10])[C:3]=1[O:11][C:12](=[O:16])[O:13][CH2:14]I.[CH3:17][O:18][C:19]([NH:21][O:22][CH2:23][C:24]([O-:26])=[O:25])=[O:20].[Na+].CCOCC>CN(C=O)C>[Br:1][C:2]1[CH:7]=[C:6]([C:8]#[N:9])[CH:5]=[C:4]([Br:10])[C:3]=1[O:11][C:12]([O:13][CH2:14][O:26][C:24](=[O:25])[CH2:23][O:22][NH:21][C:19]([O:18][CH3:17])=[O:20])=[O:16] |f:1.2|. Reported procedure: A solution of carbonic acid iodomethyl ester 2,6-dibromo-4-cyanophenyl ester (0.20 g, 0.43 mmol) in DMF (2 mL) was added sodium methoxycarbonylaminooxyacetate (0.89 g, 0.52 mmol). The mixture was stirred for 16 h. Ether was added to the reaction and washed with water then brine then dried over sodium sulfate, filtered, and concentrated to an oil. Silica gel chromatography (2:1 EtOAc:hexanes) afforded the desired product as a clear oil. 1H-NMR (300 MHz, CDCl3) δ (ppm): 3.80 (s, 3H), 4.57 (s, 2H),... Run in CN(C)C=O (DMF). Reaction conditions: time 16 hour. Yields the product BrC1=C(OC(=O)OCOC(CONC(=O)OC)=O)C(=CC(=C1)C#N)Br (Methoxycarbonylaminooxyacetic acid 2,6-dibromo-4-cyano-phenoxycarbonyloxymethyl ester). The reactants are BrC1=C(C(=CC(=C1)C#N)Br)OC(OCI)=O (carbonic acid iodomethyl ester 2,6-dibromo-4-cyanophenyl ester), COC(=O)NOCC(=O)[O-].[Na+] (sodium methoxycarbonylaminooxyacetate), CCOCC (Ether). The reactants are CC1=C(C(=C(C(=C1C=O)C)C)C)C (pentamethylbenzaldehyde), C1(CCCCC1)=O (cyclohexanone). Reagents/catalysts: C(C)(=O)[O-].[Co+2].C(C)(=O)[O-] (cobalt (II) acetate), C(C)(=O)O (acetic acid). The product is CC1=C(C(=C(C(=C1C(=O)O)C)C)C)C (pentamethylbenzoic acid). The yield is 78.8%. As a reaction SMILES: [CH3:1][C:2]1[C:7]([CH:8]=[O:9])=[C:6]([CH3:10])[C:5]([CH3:11])=[C:4]([CH3:12])[C:3]=1[CH3:13].C1(=[O:20])CCCCC1>C(O)(=O)C.C([O-])(=O)C.[Co+2].C([O-])(=O)C>[CH3:1][C:2]1[C:7]([C:8]([OH:20])=[O:9])=[C:6]([CH3:10])[C:5]([CH3:11])=[C:4]([CH3:12])[C:3]=1[CH3:13] |f:3.4.5|. Procedure: To a flask equipped with a stirrer, oxygen inlet and condenser were added pentamethylbenzaldehyde (12.0 g, 68 mmol), 40 mL (0.387 mol) of cyclohexanone and 6 mg of cobalt (II) acetate dissolved in several drops of acetic acid. Oxygen was bubbled in while the solution was stirred rapidly and heated at 50° for 4 hours. The solution was mixed with 100 mL of cyclohexane and the mixture was extracted with 100 mL of 6% aqueous sodium bicarbonate solution. The aqueous layer was separated and the organi... Reactants: BrCc1ccccc1, O=C([O-])[O-], CC(C)(C)O, C=CCBr, C=CCOCC=C, C=CCc1cccc(OC)c1O, CCCC[N+](CCCC)(CCCC)CCCC, COc1ccccc1O, [I-], [K+], [K+], Oc1ccccc1, Cc1cc(C)cc(C)c1. Yields the product C=CCc1cccc(OC)c1OCc1ccccc1. Reaction SMILES: [Br:46][CH2:47][c:48]1[cH:49][cH:50][cH:51][cH:52][cH:53]1.[C:14](=[O:15])([O-:16])[O-:17].[C:81]([OH:82])([CH3:83])([CH3:84])[CH3:85].[CH2:10]([Br:11])[CH:12]=[CH2:13].[CH2:20]([O:21][CH2:22][CH:23]=[CH2:24])[CH:25]=[CH2:26].[CH2:27]([CH:28]=[CH2:29])[c:30]1[c:31]([OH:38])[c:32]([O:36][CH3:37])[cH:33][cH:34][cH:35]1.[CH2:64]([N+:65]([CH2:66][CH2:67][CH2:68][CH3:69])([CH2:70][CH2:71][CH2:72][CH3:73])[CH2:74][CH2:75][CH2:76][CH3:77])[CH2:78][CH2:79][CH3:80].[CH3:1][O:2][c:3]1[c:4]([OH:5])[cH:6][cH:7][cH:8][cH:9]1.[I-:63].[K+:18].[K+:19].[OH:39][c:40]1[cH:41][cH:42][cH:43][cH:44][cH:45]1.[c:54]1([CH3:55])[cH:56][c:57]([CH3:58])[cH:59][c:60]([CH3:61])[cH:62]1>>[CH2:27]([CH:28]=[CH2:29])[c:30]1[c:31]([O:38][CH2:47][c:48]2[cH:49][cH:50][cH:51][cH:52][cH:53]2)[c:32]([O:36][CH3:37])[cH:33][cH:34][cH:35]1. The reactants are C(C)NC1=C(C=CC(=C1)OC)[C@H]1CC=2C=CC(=CC2CC1)OC(C(C)(C)C)=O (pivalic acid (R)-6-(2-ethylamino-4-methoxyphenyl)-5,6,7,8-tetrahydronaphthalen-2-yl ester), Cl.N1(CCCCCC1)CCOC1=NC=C(C(=O)O)C=C1 (6-(2-azepan-1-ylethoxy)nicotinic acid hydrochloride). The product is N1(CCCCCC1)CCOC1=CC=C(C=N1)CN(C1=C(C=CC(=C1)OC)[C@H]1CC=2C=CC(=CC2CC1)O)CC ((R)-6-{2-{[6-(2-Azepan-1-ylethoxy)pyridin-3-ylmethyl]ethylamino}-4-methoxyphenyl}-5,6,7,8-tetrahydronaphthalen-2-ol). Yield: 81.6%. RXN SMILES: [CH2:1]([NH:3][C:4]1[CH:9]=[C:8]([O:10][CH3:11])[CH:7]=[CH:6][C:5]=1[C@@H:12]1[CH2:21][CH2:20][C:19]2[CH:18]=[C:17]([O:22]C(=O)C(C)(C)C)[CH:16]=[CH:15][C:14]=2[CH2:13]1)[CH3:2].Cl.[N:30]1([CH2:37][CH2:38][O:39][C:40]2[CH:48]=[CH:47][C:43]([C:44](O)=O)=[CH:42][N:41]=2)[CH2:36][CH2:35][CH2:34][CH2:33][CH2:32][CH2:31]1>>[N:30]1([CH2:37][CH2:38][O:39][C:40]2[N:41]=[CH:42][C:43]([CH2:44][N:3]([CH2:1][CH3:2])[C:4]3[CH:9]=[C:8]([O:10][CH3:11])[CH:7]=[CH:6][C:5]=3[C@@H:12]3[CH2:21][CH2:20][C:19]4[CH:18]=[C:17]([OH:22])[CH:16]=[CH:15][C:14]=4[CH2:13]3)=[CH:47][CH:48]=2)[CH2:36][CH2:35][CH2:34][CH2:33][CH2:32][CH2:31]1 |f:1.2|. Procedure details: Synthesized from pivalic acid (R)-6-(2-ethylamino-4-methoxyphenyl)-5,6,7,8-tetrahydronaphthalen-2-yl ester (30 mg) and 6-(2-azepan-1-ylethoxy)nicotinic acid hydrochloride (60 mg) according to an analogous synthetic method to Example 337 described below and purified by LC-MS, the title compound (34 mg) was obtained. Reagents/catalysts: [Pd] (palladium on carbon). Reaction conditions: time 1 hour. Yields the product COC1=CC=C(C=C1)C=1C(=NN(C1C)C1=CC=C(C=C1)O)C (4-[4-(4-Methoxyphenyl)-3,5-dimethylpyrazol-1-yl]phenol). The solvent is CO (methanol), O1CCCC1 (tetrahydrofuran). The reactants are C(C1=CC=CC=C1)OC1=CC=C(C=C1)N1N=C(C(=C1C)C1=CC=C(C=C1)OC)C (1-(4-benzyloxyphenyl)-4-(4-methoxyphenyl)-3,5-dimethyl-1H-pyrazole). As a reaction SMILES: C([O:8][C:9]1[CH:14]=[CH:13][C:12]([N:15]2[C:19]([CH3:20])=[C:18]([C:21]3[CH:26]=[CH:25][C:24]([O:27][CH3:28])=[CH:23][CH:22]=3)[C:17]([CH3:29])=[N:16]2)=[CH:11][CH:10]=1)C1C=CC=CC=1>CO.O1CCCC1.[Pd]>[CH3:28][O:27][C:24]1[CH:23]=[CH:22][C:21]([C:18]2[C:17]([CH3:29])=[N:16][N:15]([C:12]3[CH:11]=[CH:10][C:9]([OH:8])=[CH:14][CH:13]=3)[C:19]=2[CH3:20])=[CH:26][CH:25]=1. Isolated yield 83.8%. Procedure: A solution of 1-(4-benzyloxyphenyl)-4-(4-methoxyphenyl)-3,5-dimethyl-1H-pyrazole (57 mg, 0.15 mmol) in methanol (2 mL) and tetrahydrofuran (3 mL) was flushed with nitrogen. A catalytic amount of palladium on carbon (10% wet) was added, and the reaction was again flushed with nitrogen followed by hydrogen. After the reaction was allowed to stir at room temperature for 1 hour, it was filtered through a pad of Celite and concentrated to give 37 mg of the desired phenol. LC-MS (C18H18N2O2 calculated... The reactants are BrC=1C=CC2=C(N=C(O2)C2=CC(=C(C=C2)C2=NC=CC=C2)OC)C1 (5-bromo-2-(3-methoxy-4-pyridin-2-ylphenyl)-1,3-benzoxazole), CN(C)C=O (DMF). The reagents and catalysts are [C-]#N.[Zn+2].[C-]#N (zinc cyanide), C1(=CC=CC=C1)P([C-]1C=CC=C1)C1=CC=CC=C1.[C-]1(C=CC=C1)P(C1=CC=CC=C1)C1=CC=CC=C1.[Fe+2] (1,1′-bisdiphenylphosphinoferrocene). Conditions: temperature 120 celsius, time 8 hour. Yields the product C(#N)C=1C=CC2=C(N=C(O2)C2=CC(=C(C=C2)C2=NC=CC=C2)OC)C1 (5-cyano-2-(3-methoxy-4-pyridin-2-ylphenyl)-1,3-benzoxazole). RXN SMILES: Br[C:2]1[CH:3]=[CH:4][C:5]2[O:9][C:8]([C:10]3[CH:15]=[CH:14][C:13]([C:16]4[CH:21]=[CH:20][CH:19]=[CH:18][N:17]=4)=[C:12]([O:22][CH3:23])[CH:11]=3)=[N:7][C:6]=2[CH:24]=1.[CH3:25][N:26](C=O)C>[C-]#N.[Zn+2].[C-]#N.C1(P(C2C=CC=CC=2)[C-]2C=CC=C2)C=CC=CC=1.[C-]1(P(C2C=CC=CC=2)C2C=CC=CC=2)C=CC=C1.[Fe+2]>[C:25]([C:2]1[CH:3]=[CH:4][C:5]2[O:9][C:8]([C:10]3[CH:15]=[CH:14][C:13]([C:16]4[CH:21]=[CH:20][CH:19]=[CH:18][N:17]=4)=[C:12]([O:22][CH3:23])[CH:11]=3)=[N:7][C:6]=2[CH:24]=1)#[N:26] |f:2.3.4,5.6.7|. Procedure: To 1 mL of degassed DMF was added 5-bromo-2-(3-methoxy-4-pyridin-2-ylphenyl)-1,3-benzoxazole (622 mg, 1.63 mmol), zinc cyanide (115 mg, 0.98 mmol), tris(dibenzylideneacetone)-dipalladium (0)-chloroform complex (30 mg, 0.029 mmol), and 1,1′-bisdiphenylphosphinoferrocene (41 mg, 0.073 mmol). The reaction mixture was degassed with argon for an additional 10 min and heated at 120° C. under an argon atmosphere for 20 h. The mixture was cooled to 80° C., 4 mL of a 4:1:4 saturated NH4Cl:NH4OH:H2O solut...